From a dataset of the Open Reaction Database (ORD), a public repository of structured organic reaction records. describe an organic reaction: reactants, conditions, products, and yield Reactants: FC1=CC=C(C=C1)[C@@H]1NCCCC1 ((R)-2-(4-fluoro-phenyl)-piperidine), C1(=CC=CC=C1)[C@@H](N)CO ((R)-(−)-2-phenylglycinol). Product: FC1=CC=C(C=C1)[C@H]1NCCCC1 ((S)-2-(4-Fluoro-phenyl)-piperidine). RXN SMILES: [F:1][C:2]1[CH:7]=[CH:6][C:5]([C@H:8]2[CH2:13][CH2:12][CH2:11][CH2:10][NH:9]2)=[CH:4][CH:3]=1.C1([C@H](CO)N)C=CC=CC=1>>[F:1][C:2]1[CH:3]=[CH:4][C:5]([C@@H:8]2[CH2:13][CH2:12][CH2:11][CH2:10][NH:9]2)=[CH:6][CH:7]=1. Procedure: (S)-2-(4-Fluoro-phenyl)-piperidine (0.31 g) was prepared by analogous methods to those used in the preparation of (R)-2-(4-fluoro-phenyl)-piperidine but starting from (R)-(−)-2-phenylglycinol. LCMS m/z 180.12 [M+H]+ R.T.=1.75-2.1 min (Analytical Method 6), which was used in the synthesis of EE-50. Starting materials: CCCCCCNc1nc(-c2ccccc2)cs1, CN(C)C=O, COC(=O)CCc1ccc(OCc2ccc(CCl)cc2)cc1, Cl, [H-], [Na+]. Product: CCCCCCN(Cc1ccc(COc2ccc(CCC(=O)OC)cc2)cc1)c1nc(-c2ccccc2)cs1. Reaction SMILES: [CH2:1]([CH2:2][CH2:3][CH2:4][CH2:5][CH3:6])[NH:7][c:8]1[s:9][cH:10][c:11](-[c:13]2[cH:14][cH:15][cH:16][cH:17][cH:18]2)[n:12]1.[CH3:44][N:45]([CH3:46])[CH:47]=[O:48].[Cl:21][CH2:22][c:23]1[cH:24][cH:25][c:26]([CH2:27][O:28][c:29]2[cH:30][cH:31][c:32]([CH2:35][CH2:36][C:37](=[O:38])[O:39][CH3:40])[cH:33][cH:34]2)[cH:41][cH:42]1.[ClH:43].[H-:19].[Na+:20]>>[CH2:1]([CH2:2][CH2:3][CH2:4][CH2:5][CH3:6])[N:7]([c:8]1[s:9][cH:10][c:11](-[c:13]2[cH:14][cH:15][cH:16][cH:17][cH:18]2)[n:12]1)[CH2:22][c:23]1[cH:24][cH:25][c:26]([CH2:27][O:28][c:29]2[cH:30][cH:31][c:32]([CH2:35][CH2:36][C:37](=[O:38])[O:39][CH3:40])[cH:33][cH:34]2)[cH:41][cH:42]1. The reactants are N1C(CCCC1)=O (piperidone), C(CN)N (ethylene diamine), C1(=CC=C(C=C1)S(=O)(=O)O)C (p-toluene sulphonic acid), C1=CC=CC=C1 (benzene), [BH3-]C#N.[Na+] (NaBH3CN). Solvent: O (water). Yields the product NCCNC1CCN(CC1)C1=C(C(=O)N)C=CC=C1 (2-(4-(2-Aminoethylamino)piperidin-1-yl)benzamide). Reaction SMILES: [NH:1]1[CH2:6][CH2:5][CH2:4][CH2:3][C:2]1=O.[CH2:8]([NH2:11])[CH2:9][NH2:10].C1(C)C=CC(S(O)(=O)=[O:19])=CC=1.[BH3-][C:24]#[N:25].[Na+].[CH:27]1[CH:32]=[CH:31][CH:30]=[CH:29][CH:28]=1>O>[NH2:10][CH2:9][CH2:8][NH:11][CH:4]1[CH2:5][CH2:6][N:1]([C:27]2[CH:32]=[CH:31][CH:30]=[CH:29][C:28]=2[C:24]([NH2:25])=[O:19])[CH2:2][CH2:3]1 |f:3.4|. Reported procedure: A solution of the piperidone (2.5 g, 11.4543 mmol), ethylene diamine (6.89 g, 114.543 mmol) and p-toluene sulphonic acid (0.105 g, 0.57272 mmol) in benzene (100 mL) was refluxed under a Dean-Stark trap until cessation of water azeotrope. The solvent was removed in vacuo , diluted with MeOH (50 mL) and treated with NaBH3CN (0.714 g, 11.4543 mmol) at room temperature (1 h). The solvent was removed in vacuo, diluted with DCM (50 mL) and saturated aqueous sodium bicarbonate (25 mL), partitioned, ext... The reactants are Br, CCOC(=O)N1CCCN(c2nc3ccccc3[nH]2)CC1, CCO, CCOCC, I, O. Yields the product I, c1ccc2[nH]c(N3CCCNCC3)nc2c1. As a reaction SMILES: [BrH:22].[CH2:1]([O:2][C:3](=[O:4])[N:6]1[CH2:7][CH2:8][N:9]([c:13]2[n:14][c:15]3[c:16]([nH:17]2)[cH:18][cH:19][cH:20][cH:21]3)[CH2:10][CH2:11][CH2:12]1)[CH3:5].[CH3:25][CH2:26][OH:27].[CH3:28][CH2:29][O:30][CH2:31][CH3:32].[IH:23].[OH2:24]>>[IH:23].[NH:6]1[CH2:7][CH2:8][N:9]([c:13]2[nH:14][c:15]3[c:16]([n:17]2)[cH:18][cH:19][cH:20][cH:21]3)[CH2:10][CH2:11][CH2:12]1.